Dataset: the Open Reaction Database (ORD), a public repository of structured organic reaction records. Task: describe an organic reaction: reactants, conditions, products, and yield Starting materials: C(C1=CC=CC=C1)OCC1=NC2=CC=C(C=C2C(=N1)NCC1=CC2=C(C=C1)OCO2)OC (2-benzyloxymethyl-4-(3,4-methylenedioxybenzyl)amino-6-methoxyquinazoline), [H][H] (hydrogen). The reagents and catalysts are [Pd] (palladium/carbon). Run in C(C)(=O)OCC.C(C)O (ethyl acetate ethanol). Yields the product OCC1=NC2=CC=C(C=C2C(=N1)NCC1=CC2=C(C=C1)OCO2)OC (2-Hydroxymethyl-4-(3,4-methylenedioxybenzyl)amino-6-methoxyquinazoline). Yield: 89.5%. As a reaction SMILES: C([O:8][CH2:9][C:10]1[N:19]=[C:18]([NH:20][CH2:21][C:22]2[CH:27]=[CH:26][C:25]3[O:28][CH2:29][O:30][C:24]=3[CH:23]=2)[C:17]2[C:12](=[CH:13][CH:14]=[C:15]([O:31][CH3:32])[CH:16]=2)[N:11]=1)C1C=CC=CC=1.[H][H]>[Pd].C(OCC)(=O)C.C(O)C>[OH:8][CH2:9][C:10]1[N:19]=[C:18]([NH:20][CH2:21][C:22]2[CH:27]=[CH:26][C:25]3[O:28][CH2:29][O:30][C:24]=3[CH:23]=2)[C:17]2[C:12](=[CH:13][CH:14]=[C:15]([O:31][CH3:32])[CH:16]=2)[N:11]=1 |f:3.4|. Procedure: 1.5 g of 10% palladium/carbon powder was added to a solution of 1.26 g (2.93 mmol) of 2-benzyloxymethyl-4-(3,4-methylenedioxybenzyl)amino-6-methoxyquinazoline in an ethyl acetate/ethanol (20 ml--20 ml) mixture. The obtained mixture was stirred at room temperature in a stream of hydrogen for 24 hours and filtered through Celite. The filter cake was washed with hot ethyl acetate/ethanol. The filtrate and the washings were distilled under a reduced pressure to remove the solvent. Thus 0.89 g of the...